Dataset: the Open Reaction Database (ORD), a public repository of structured organic reaction records. Task: describe an organic reaction: reactants, conditions, products, and yield The reactants are O1C(CC2=C1C=CC=C2)C2CCN(CC2)C(C(F)(F)F)=O (1-[4-(2,3-dihydro-benzofuran-2-yl)-piperidin-1-yl]-2,2,2-trifluoro-ethanone), BrN1C(CCC1=O)=O (N-bromo-succinimide), Intermediate 1. The product is BrC=1C=CC2=C(CC(O2)C2CCN(CC2)C(C(F)(F)F)=O)C1 (1-[4-(5-Bromo-2,3-dihydro-benzofuran-2-yl)-piperidin-1-yl]-2,2,2-trifluoro-ethanone). The yield is 61.0%. Reaction SMILES: [O:1]1[C:5]2[CH:6]=[CH:7][CH:8]=[CH:9][C:4]=2[CH2:3][CH:2]1[CH:10]1[CH2:15][CH2:14][N:13]([C:16](=[O:21])[C:17]([F:20])([F:19])[F:18])[CH2:12][CH2:11]1.[Br:22]N1C(=O)CCC1=O>>[Br:22][C:8]1[CH:7]=[CH:6][C:5]2[O:1][CH:2]([CH:10]3[CH2:15][CH2:14][N:13]([C:16](=[O:21])[C:17]([F:19])([F:18])[F:20])[CH2:12][CH2:11]3)[CH2:3][C:4]=2[CH:9]=1. Procedure: The title compound is prepared from 1-[4-(2,3-dihydro-benzofuran-2-yl)-piperidin-1-yl]-2,2,2-trifluoro-ethanone and N-bromo-succinimide following a procedure analogous to that described for Intermediate 1. Yield: 61% of theory; LC (method 2): tR=1.47 min; Mass spectrum (ESI+): m/z=378 [M+H]+. The reactants are BrC1=C(C=CC(=C1)F)C1N=C(NC(=C1C(=O)OCC)CBr)C=1SC=C(N1)CC(=O)NC (Ethyl 4-(2-bromo-4-fluorophenyl)-6-(bromomethyl)-2-(4-(2-(methylamino)-2-oxoethyl)thiazol-2-yl)-1,4-dihydropyrimidine-5-carboxylate), N1[C@@H](COCC1)C(=O)O ((S)-morpholine-3-carboxylic acid). The product is BrC1=C(C=CC(=C1)F)C1C(=C(NC(=N1)C=1SC=C(N1)CC(=O)NC)CN1[C@@H](COCC1)C(=O)O)C(=O)OCC ((3S)-4-((6-(2-bromo-4-fluorophenyl)-5-(ethoxycarbonyl)-2-(4-(2-(methylamino)-2-oxoethyl)thiazol-2-yl)-3,6-dihydropyrimidin-4-yl)methyl)morpholine-3-carboxylic acid). The yield is 52.8%. Reaction SMILES: [Br:1][C:2]1[CH:7]=[C:6]([F:8])[CH:5]=[CH:4][C:3]=1[CH:9]1[C:14]([C:15]([O:17][CH2:18][CH3:19])=[O:16])=[C:13]([CH2:20]Br)[NH:12][C:11]([C:22]2[S:23][CH:24]=[C:25]([CH2:27][C:28]([NH:30][CH3:31])=[O:29])[N:26]=2)=[N:10]1.[NH:32]1[CH2:37][CH2:36][O:35][CH2:34][C@H:33]1[C:38]([OH:40])=[O:39]>>[Br:1][C:2]1[CH:7]=[C:6]([F:8])[CH:5]=[CH:4][C:3]=1[CH:9]1[N:10]=[C:11]([C:22]2[S:23][CH:24]=[C:25]([CH2:27][C:28]([NH:30][CH3:31])=[O:29])[N:26]=2)[NH:12][C:13]([CH2:20][N:32]2[CH2:37][CH2:36][O:35][CH2:34][C@H:33]2[C:38]([OH:40])=[O:39])=[C:14]1[C:15]([O:17][CH2:18][CH3:19])=[O:16]. Reported procedure: Ethyl 4-(2-bromo-4-fluorophenyl)-6-(bromomethyl)-2-(4-(2-(methylamino)-2-oxoethyl)thiazol-2-yl)-1,4-dihydropyrimidine-5-carboxylate (1.15 g, 2 mmol) was reacted with (S)-morpholine-3-carboxylic acid (0.39 g, 3 mmol) according to the procedure as described in Example 1, Step C to give the title compound as a yellow solid (0.66 g, 53%). The compound was characterized by the following spectroscopic data: Reactants: C(CC(=O)OCC)(=O)OCC (diethyl malonate), N1CCCC1 (pyrrolidine), C(=O)C=1C(=NC=CC1)NC(C(C)(C)C)=O (3-formyl-2-(pivaloylamino)pyridine). The solvent is C(C)O (ethanol). Conditions: temperature 100 celsius, time 8 hour. Yields the product O=C1NC2=NC=CC=C2C=C1C(=O)OCC (ethyl 2-oxo-1,2-dihydro-1,8-naphthyridine-3-carboxylate). The yield is 31.5%. Reaction SMILES: [CH:1]([C:3]1[C:4]([NH:9]C(=O)C(C)(C)C)=[N:5][CH:6]=[CH:7][CH:8]=1)=O.[C:16]([O:24][CH2:25][CH3:26])(=[O:23])[CH2:17][C:18]([O:20]CC)=O.N1CCCC1>C(O)C>[O:20]=[C:18]1[C:17]([C:16]([O:24][CH2:25][CH3:26])=[O:23])=[CH:1][C:3]2[C:4](=[N:5][CH:6]=[CH:7][CH:8]=2)[NH:9]1. Procedure: 6.57 g (32 mmol) of 3-formyl-2-(pivaloylamino)pyridine was dissolved in ethanol (50 mL), and 10.2 g (64 mmol) of diethyl malonate and 1.6 mL (16 mmol) of pyrrolidine were added to the above solution. The resulting mixture was stirred overnight at 100° C. The reaction mixture was cooled to room temperature, and a solid precipitated therefrom was washed with ethanol. Thus, 2.2 g (yield: 32%) of the title compound was obtained as a yellow solid. Starting materials: [N+](=O)([O-])C1=CC=C(C=C1)Br (4-nitro-bromobenzene), C1(=CC=CC=C1)B(O)O (phenyl boronic acid), ( 85 ). The product is [N+](=O)([O-])C1=CC=C(C=C1)C1=CC=CC=C1 (4-Nitrobiphenyl). Isolated yield 97.0%. As a reaction SMILES: [N+:1]([C:4]1[CH:9]=[CH:8][C:7](Br)=[CH:6][CH:5]=1)([O-:3])=[O:2].[C:11]1(B(O)O)[CH:16]=[CH:15][CH:14]=[CH:13][CH:12]=1>>[N+:1]([C:4]1[CH:9]=[CH:8][C:7]([C:11]2[CH:16]=[CH:15][CH:14]=[CH:13][CH:12]=2)=[CH:6][CH:5]=1)([O-:3])=[O:2]. Procedure: From 4-nitro-bromobenzene and phenyl boronic acid, yield 97%; mp 110-113° C. (lit.,8 114-115° C.); IR: 1596, 1513, 1481, 1350 and 1236; 1H NMR (400 MHz; CDCl3): 8.32-8.28 (2H, m), 7.76-7.72 (2H, m), 7.65-7.61 (2H, m) and 7.52-7.42 (3H, m); 13C NMR (CDCl3): 147.6, 147.1, 138.7, 129.1, 128.8, 127.7, 127.3 and 124; m/z (EI) 199 (20%, M+), 169(70), 131 (85) and 119 (100)(Found: M+, 199.063. C12H9NO2 requires M, 199.063). Reactants: SCC(=O)O (mercaptoacetic acid), C(C)(C)C=1C(=CC2=C(OCO2)C1)C(C1=CC=CC=C1)O (α-(6-isopropyl-1,3-benzodioxol-5-yl)benzyl alcohol), O.C1(=CC=C(C=C1)S(=O)(=O)O)C (p-toluenesulfonic acid monohydrate). The solvent is C1=CC=CC=C1 (benzene), C1=CC=CC=C1 (benzene). Yields the product C(C)(C)C=1C(=CC2=C(OCO2)C1)C(C1=CC=CC=C1)SCC(=O)O ([{α-(6-Isopropyl-1,3-benzodioxol-5-yl)benzyl}thio]acetic acid). Isolated yield 92.9%. As a reaction SMILES: [CH:1]([C:4]1[C:5]([CH:13](O)[C:14]2[CH:19]=[CH:18][CH:17]=[CH:16][CH:15]=2)=[CH:6][C:7]2[O:11][CH2:10][O:9][C:8]=2[CH:12]=1)([CH3:3])[CH3:2].[SH:21][CH2:22][C:23]([OH:25])=[O:24].O.C1(C)C=CC(S(O)(=O)=O)=CC=1>C1C=CC=CC=1>[CH:1]([C:4]1[C:5]([CH:13]([S:21][CH2:22][C:23]([OH:25])=[O:24])[C:14]2[CH:19]=[CH:18][CH:17]=[CH:16][CH:15]=2)=[CH:6][C:7]2[O:11][CH2:10][O:9][C:8]=2[CH:12]=1)([CH3:3])[CH3:2] |f:2.3|. Reported procedure: 1.2 g of α-(6-isopropyl-1,3-benzodioxol-5-yl)benzyl alcohol was dissolved in 10 ml of benzene, followed by the addition of 490 mg of mercaptoacetic acid and a catalytic amount of p-toluenesulfonic acid monohydrate. The obtained mixture was heated under reflux for one hour and cooled, followed by the addition of benzene. The mixture was washed with water, followed by the addition of a 1N aqueous solution of sodium hydroxide. The alkaline layer was separated, acidified with concentrated hydrochlor...